The task is: describe an organic reaction: reactants, conditions, products, and yield. This data is from the Open Reaction Database (ORD), a public repository of structured organic reaction records. Solvent: ClCCl (DCM), ClCCl (DCM). Procedure details: A solution of 3-methoxybenzoyl chloride (7.54 mL, 55.3 mmol) in DCM (dichloromethane) (50 mL) was added slowly to a 0° C., stirred solution of 3,5-diisopropyl-[1,1′-biphenyl]-4-amine (10 g, 39.5 mmol) and pyridine (5.43 mL, 67.1 mmol) in DCM (100 mL). The mixture was then warmed up and stirred overnight at room temperature. After the reaction was complete, water was added into the reaction mixture. The aqueous mixture was extracted with DCM, and the DCM layer was separated, washed with water (2×... Conditions: time 8 hour. Reaction SMILES: [CH3:1][O:2][C:3]1[CH:4]=[C:5]([CH:9]=[CH:10][CH:11]=1)[C:6](Cl)=[O:7].[CH:12]([C:15]1[CH:16]=[C:17]([C:25]2[CH:30]=[CH:29][CH:28]=[CH:27][CH:26]=2)[CH:18]=[C:19]([CH:22]([CH3:24])[CH3:23])[C:20]=1[NH2:21])([CH3:14])[CH3:13].N1C=CC=CC=1.O>ClCCl>[CH:22]([C:19]1[CH:18]=[C:17]([C:25]2[CH:26]=[CH:27][CH:28]=[CH:29][CH:30]=2)[CH:16]=[C:15]([CH:12]([CH3:14])[CH3:13])[C:20]=1[NH:21][C:6](=[O:7])[C:5]1[CH:9]=[CH:10][CH:11]=[C:3]([O:2][CH3:1])[CH:4]=1)([CH3:23])[CH3:24]. Product: C(C)(C)C=1C=C(C=C(C1NC(C1=CC(=CC=C1)OC)=O)C(C)C)C1=CC=CC=C1 (N-(3,5-diisopropyl-[1,1′-biphenyl]-4-yl)-3-methoxybenzamide). The reactants are O (water), COC=1C=C(C(=O)Cl)C=CC1 (3-methoxybenzoyl chloride), C(C)(C)C=1C=C(C=C(C1N)C(C)C)C1=CC=CC=C1 (3,5-diisopropyl-[1,1′-biphenyl]-4-amine), N1=CC=CC=C1 (pyridine). The yield is 64.9%. Reactants: N#CCC(O)CC(=O)O, CCCCCCC, CC(C)[N-]C(C)C, Cl, [Li+], C1CCOC1, C1CCOC1, CC(=O)N(Cc1ccccc1)Cc1ccccc1. Yields the product N#CCC(O)CC(=O)CC(=O)N(Cc1ccccc1)Cc1ccccc1. Reaction SMILES: [C:27](#[N:28])[CH2:29][CH:30]([CH2:31][C:32](=[O:33])[OH:34])[OH:35].[CH3:42][CH2:43][CH2:44][CH2:45][CH2:46][CH2:47][CH3:48].[CH:19]([N-:20][CH:21]([CH3:22])[CH3:23])([CH3:24])[CH3:25].[ClH:36].[Li+:26].[O:37]1[CH2:38][CH2:39][CH2:40][CH2:41]1.[O:49]1[CH2:50][CH2:51][CH2:52][CH2:53]1.[c:1]1([CH2:7][N:8]([C:9]([CH3:10])=[O:11])[CH2:12][c:13]2[cH:14][cH:15][cH:16][cH:17][cH:18]2)[cH:2][cH:3][cH:4][cH:5][cH:6]1>>[c:1]1([CH2:7][N:8]([C:9]([CH2:10][C:32]([CH2:31][CH:30]([CH2:29][C:27]#[N:28])[OH:35])=[O:33])=[O:11])[CH2:12][c:13]2[cH:14][cH:15][cH:16][cH:17][cH:18]2)[cH:2][cH:3][cH:4][cH:5][cH:6]1. Reactants: C(C1=CC=CC=C1)OC(=O)C1CCNCC1 (piperidine-4-carboxylic acid benzyl ester), CCN(C(C)C)C(C)C (DIPEA), C1(=CC=CC=C1)CCC(=O)O (3-phenyl-propionic acid), C=1C=CC2=C(C1)N=NN2O (HOBT), CCN=C=NCCCN(C)C (EDCI). Run in O (water), CN(C)C=O (DMF). Reaction conditions: time 2 minute. Yields the product C(C1=CC=CC=C1)OC(=O)C1CCN(CC1)C(CCC1=CC=CC=C1)=O (1-(3-phenyl-propionyl)-piperidine-4-carboxylic acid benzyl ester). The yield is 41.3%. RXN SMILES: CCN(C(C)C)C(C)C.[C:10]1([CH2:16][CH2:17][C:18]([OH:20])=O)[CH:15]=[CH:14][CH:13]=[CH:12][CH:11]=1.C1C=CC2N(O)N=NC=2C=1.CCN=C=NCCCN(C)C.[CH2:42]([O:49][C:50]([CH:52]1[CH2:57][CH2:56][NH:55][CH2:54][CH2:53]1)=[O:51])[C:43]1[CH:48]=[CH:47][CH:46]=[CH:45][CH:44]=1>CN(C=O)C.O>[CH2:42]([O:49][C:50]([CH:52]1[CH2:57][CH2:56][N:55]([C:18](=[O:20])[CH2:17][CH2:16][C:10]2[CH:11]=[CH:12][CH:13]=[CH:14][CH:15]=2)[CH2:54][CH2:53]1)=[O:51])[C:43]1[CH:44]=[CH:45][CH:46]=[CH:47][CH:48]=1. Procedure: DIPEA (7 g, 9.44 mL, 54.6 mmol) was added to a stirred solution of 3-phenyl-propionic acid (3.27 g, 21.8 mmol) in DMF (15 mL). HOBT (2.94 g, 21.8 mmol) and EDCI (4.16 g, 21.8 mmol) were then added at room temperature. After 2 minutes, piperidine-4-carboxylic acid benzyl ester (4 g, 18.2 mmol) was added and the resulting mixture was stirred at room temperature overnight. Cold water was then added and the product was extracted with EtOAc and the organic layer was washed with brine. The organic pha... Starting materials: BrCCBr, C=CC(=O)OCC, CCOCC, [Cl-], C[Si](C)(CCl)c1ccccc1, [Cu]Br, [Mg], [NH4+], O. The product is CCOC(=O)CCC[Si](C)(C)c1ccccc1. As a reaction SMILES: [Br:2][CH2:3][CH2:4][Br:5].[C:17]([CH:18]=[CH2:19])(=[O:20])[O:21][CH2:22][CH3:23].[CH3:26][CH2:27][O:28][CH2:29][CH3:30].[Cl-:24].[Cl:6][CH2:7][Si:8]([c:9]1[cH:10][cH:11][cH:12][cH:13][cH:14]1)([CH3:15])[CH3:16].[Cu:32][Br:33].[Mg:1].[NH4+:25].[OH2:31]>>[CH2:7]([Si:8]([c:9]1[cH:10][cH:11][cH:12][cH:13][cH:14]1)([CH3:15])[CH3:16])[CH2:19][CH2:18][C:17](=[O:20])[O:21][CH2:22][CH3:23]. Starting materials: BrC1=CC=C(C=C1)N(C1CC(NC(C1)(C)C)(C)C)C1=NC=CC=N1 (4-Bromophenyl (pyrimidin-2-yl]-(2,2,6,6-tetramethyl-piperidin-4-yl)-amine), C(CCC)[Sn](C1=CC=NC=C1)(CCCC)CCCC (4-tributylstannanyl-pyridine), C=1(C(=CC=CC1)C)C (xylene). Reagents/catalysts: Cl[Pd]([P](C1=CC=CC=C1)(C2=CC=CC=C2)C3=CC=CC=C3)([P](C4=CC=CC=C4)(C5=CC=CC=C5)C6=CC=CC=C6)Cl (PdCl2(PPh3)2). The product is N1=CC=C(C=C1)C1=CC=C(C=C1)C1=NC(=NC=C1)NC1CC(NC(C1)(C)C)(C)C ([4-(4-Pyridin-4-yl-phenyl)-pyrimidin-2-yl]-(2,2,6,6-tetramethyl-piperidin-4-yl)-amine). Reaction SMILES: BrC1C=CC([N:8]([C:19]2[N:24]=[CH:23][CH:22]=[CH:21][N:20]=2)[CH:9]2[CH2:14][C:13]([CH3:16])([CH3:15])[NH:12][C:11]([CH3:18])([CH3:17])[CH2:10]2)=CC=1.C([Sn](CCCC)(CCCC)[C:30]1[CH:35]=[CH:34][N:33]=[CH:32][CH:31]=1)CCC.[C:44]1(C)[C:45](C)=[CH:46][CH:47]=[CH:48][CH:49]=1>Cl[Pd](Cl)([P](C1C=CC=CC=1)(C1C=CC=CC=1)C1C=CC=CC=1)[P](C1C=CC=CC=1)(C1C=CC=CC=1)C1C=CC=CC=1>[N:33]1[CH:32]=[CH:31][C:30]([C:44]2[CH:45]=[CH:46][C:47]([C:21]3[CH:22]=[CH:23][N:24]=[C:19]([NH:8][CH:9]4[CH2:14][C:13]([CH3:15])([CH3:16])[NH:12][C:11]([CH3:17])([CH3:18])[CH2:10]4)[N:20]=3)=[CH:48][CH:49]=2)=[CH:35][CH:34]=1 |^1:54,73|. Procedure details: [4-(4-Bromophenyl (pyrimidin-2-yl]-(2,2,6,6-tetramethyl-piperidin-4-yl)-amine (116 mg; 0.3 mmol), PdCl2(PPh3)2 (21 mg; 0.03 mmol) and 4-tributylstannanyl-pyridine (221 mg; 0.6 mmol) were heated in xylene (3 ml) at 100° C. for 1 hour. The reaction mixture was filtered, evaporated and purified by preparative HPLC to give the title compound as a white solid. Yield: 20 mg (17%). Starting materials: C(C)(C)(C)N(NC(C1=CC=CC=C1)=O)C(C1=CC=CC=C1)=O (N'-t-butyl-N,N'-dibenzoylhydrazine), [H-].[Na+] (sodium hydride), Cl (HCl), C(C1=CC=CC=C1)Br (benzyl bromide). Solvent: CN(C)C=O (DMF), O (water). Conditions: time 0.5 hour. Yields the product C(C1=CC=CC=C1)N(N(C(C1=CC=CC=C1)=O)C(C)(C)C)C(C1=CC=CC=C1)=O (N-benzyl-N'-t-butyl-N,N'-dibenzoylhydrazine). Reaction SMILES: [C:1]([N:5]([C:15](=[O:22])[C:16]1[CH:21]=[CH:20][CH:19]=[CH:18][CH:17]=1)[NH:6][C:7](=[O:14])[C:8]1[CH:13]=[CH:12][CH:11]=[CH:10][CH:9]=1)([CH3:4])([CH3:3])[CH3:2].[H-].[Na+].[CH2:25](Br)[C:26]1[CH:31]=[CH:30][CH:29]=[CH:28][CH:27]=1.Cl>CN(C=O)C.O>[CH2:25]([N:6]([C:7](=[O:14])[C:8]1[CH:13]=[CH:12][CH:11]=[CH:10][CH:9]=1)[N:5]([C:1]([CH3:4])([CH3:2])[CH3:3])[C:15](=[O:22])[C:16]1[CH:17]=[CH:18][CH:19]=[CH:20][CH:21]=1)[C:26]1[CH:31]=[CH:30][CH:29]=[CH:28][CH:27]=1 |f:1.2|. Procedure details: To a stirred solution of N'-t-butyl-N,N'-dibenzoylhydrazine (2 g, 0.006M) in DMF (25 ml) at room temperature under nitrogen was added portionwise sodium hydride (60% oil dispersion) (0.3 g, 0.007M). The mixture was stirred at room temperature for 0.5 hours, and then benzyl bromide (1.2 g, 0.007M) was added dropwise. The reaction mixture was warmed to 60° C. and allowed to stir for 2 hours. The mixture was then diluted with water (50 ml), neutralized with 10% HCl and the product extracted into me... Reactants: C([O-])([O-])=O.[K+].[K+] (Potassium carbonate), C(C1=CC=CC=C1)Br (benzyl bromide), O=C1NC2=C(OC3=C1C=CC=C3)C=CC(=C2)C=O (11-oxo-10,11dihydrodibenzo[b,f][1,4]oxazepine-8-carbaldehyde). The solvent is C(C)#N (acetonitrile), C(C)(=O)OCC (ethyl acetate). Product: C(C1=CC=CC=C1)N1C2=C(OC3=C(C1=O)C=CC=C3)C=CC(=C2)C=O (10-benzyl-11-oxo-10,11-dihydro-dibenzo[b,f][1,4]oxazepine-8-carbaldehyde). Yield: 63.0%. RXN SMILES: C(=O)([O-])[O-].[K+].[K+].[CH2:7](Br)[C:8]1[CH:13]=[CH:12][CH:11]=[CH:10][CH:9]=1.[O:15]=[C:16]1[C:22]2[CH:23]=[CH:24][CH:25]=[CH:26][C:21]=2[O:20][C:19]2[CH:27]=[CH:28][C:29]([CH:31]=[O:32])=[CH:30][C:18]=2[NH:17]1>C(#N)C.C(OCC)(=O)C>[CH2:7]([N:17]1[C:16](=[O:15])[C:22]2[CH:23]=[CH:24][CH:25]=[CH:26][C:21]=2[O:20][C:19]2[CH:27]=[CH:28][C:29]([CH:31]=[O:32])=[CH:30][C:18]1=2)[C:8]1[CH:13]=[CH:12][CH:11]=[CH:10][CH:9]=1 |f:0.1.2|. Reported procedure: Potassium carbonate anhydrous (0.207 g, 1.5 mmole) and benzyl bromide (0.205 g, 1.2 mmole) were added to a solution of the 11-oxo-10,11dihydrodibenzo[b,f][1,4]oxazepine-8-carbaldehyde (0.240 g, 1 mmole) in acetonitrile under N2 at room temperature. The reaction mixture then was refluxed for 4 hours, and cooled to room temperature. Diluted the reaction mixture with ethyl acetate and filtered through a magnesol pad and concentrated. Purified with silica gel column and 50% ethyl acetate in hexane. ... Starting materials: COC1=CC=C(C=C1)S(=O)(=O)C=CC(=O)O (3-(4-Methoxyphenylsulfonyl)propenoic acid), O1C=CC=C1 (furan). The solvent is C1(=CC=CC=C1)C (toluene). Run at temperature 55 celsius. Yields the product COC1=CC=C(C=C1)S(=O)(=O)C1C(C2C=CC1O2)C(=O)O (3-(4-Methoxyphenylsulfonyl)-7-oxabicyclo[2.2.1]hept-5-ene-2-carboxylic acid). As a reaction SMILES: [CH3:1][O:2][C:3]1[CH:8]=[CH:7][C:6]([S:9]([CH:12]=[CH:13][C:14]([OH:16])=[O:15])(=[O:11])=[O:10])=[CH:5][CH:4]=1.[O:17]1[CH:21]=[CH:20][CH:19]=[CH:18]1>C1(C)C=CC=CC=1>[CH3:1][O:2][C:3]1[CH:8]=[CH:7][C:6]([S:9]([CH:12]2[CH:21]3[O:17][CH:18]([CH:19]=[CH:20]3)[CH:13]2[C:14]([OH:16])=[O:15])(=[O:11])=[O:10])=[CH:5][CH:4]=1. Reported procedure: 3-(4-Methoxyphenylsulfonyl)propenoic acid (200 mgs), excess furan (5.0 ml), and dry toluene (5.0 ml) were combined and warmed to 55° C. (at which time starting material went into solution) for overnight. The cooled reaction was concentrated in vacuo to a tan solid which was a mixture of starting material and product. The material was taken up in toluene (5 ml) and furan (10 ml) and heated to 69° C. overnight. The cooled reaction mixture was concentrated in vacuo to give 251 mgs of crude 3-(4-Met... The reactants are CON=C1COC=2N=NC=CC21 (furo[2,3-c]pyridazin-5(6H)-one O-methyl oxime), ClC=1C=C2C(=CN1)OCC2=O (5-chlorofuro[2,3-c]pyridin-3(2H)-one). Product: CON=C1COC2=CN=C(C=C21)Cl (5-chlorofuro[2,3-c]pyridin-3(2H)-one O-methyl oxime). Reaction SMILES: [CH3:1][O:2][N:3]=C1C2C=CN=NC=2OC1.[Cl:13][C:14]1[CH:15]=[C:16]2[C:22](=O)[CH2:21][O:20][C:17]2=[CH:18][N:19]=1>>[CH3:1][O:2][N:3]=[C:22]1[C:16]2[C:17](=[CH:18][N:19]=[C:14]([Cl:13])[CH:15]=2)[O:20][CH2:21]1. Procedure: This compound was prepared using a method analogous to that of furo[2,3-c]pyridazin-5(6H)-one O-methyl oxime (A.2.3.3), 5-chlorofuro[2,3-c]pyridin-3(2H)-one replacing furo[2,3-c]pyridazin-5(6H)-one; Starting materials: COC1=C(C=C2C(=NC=NC2=C1)NC1=C(C=CC=C1)N1CCOCC1)[N+](=O)[O-] (7-methoxy-N-(2-morpholinophenyl)-6-nitroquinazolin-4-amine), CN (methylamine). The product is COC1=C(C=C2C(=NC=NC2=C1)NC1=C(C=CC=C1)N1CCOCC1)N (7-methoxy-N4-(2-morpholinophenyl)quinazolin-4,6-diamine). Yield: 35.0%. As a reaction SMILES: [CH3:1][O:2][C:3]1[CH:12]=[C:11]2[C:6]([C:7]([NH:13][C:14]3[CH:19]=[CH:18][CH:17]=[CH:16][C:15]=3[N:20]3[CH2:25][CH2:24][O:23][CH2:22][CH2:21]3)=[N:8][CH:9]=[N:10]2)=[CH:5][C:4]=1[N+:26]([O-])=O.CN>>[CH3:1][O:2][C:3]1[CH:12]=[C:11]2[C:6]([C:7]([NH:13][C:14]3[CH:19]=[CH:18][CH:17]=[CH:16][C:15]=3[N:20]3[CH2:21][CH2:22][O:23][CH2:24][CH2:25]3)=[N:8][CH:9]=[N:10]2)=[CH:5][C:4]=1[NH2:26]. Reported procedure: The procedure of Example 23 was repeated except for using 7-methoxy-N-(2-morpholinophenyl)-6-nitroquinazolin-4-amine instead of 7-methoxy-6-nitroquinazolin-4-yl)methylamine in <Step 7> to obtain the title compound (65 mg, 35%).